From a dataset of the Open Reaction Database (ORD), a public repository of structured organic reaction records. describe an organic reaction: reactants, conditions, products, and yield Starting materials: C1(=CC=CC=C1)C(CC)O (1-phenyl-1-propanol), CCOCC (Ether). The reagents and catalysts are Catalyst A. The solvent is C1(=CC=CC=C1)C (toluene). Reaction conditions: temperature 75 celsius. Product: CC=CC1=CC=CC=C1 (β-methyl styrene). Yield: 94.0%. Reaction SMILES: [C:1]1([CH:7](O)[CH2:8][CH3:9])[CH:6]=[CH:5][CH:4]=[CH:3][CH:2]=1.CCOCC>C1(C)C=CC=CC=1>[CH3:9][CH:8]=[CH:7][C:1]1[CH:6]=[CH:5][CH:4]=[CH:3][CH:2]=1. Reported procedure: A mixture of 1-phenyl-1-propanol (0.16 g, 1.17 mmol) and Catalyst A or B (30 mg) in toluene (1 ml) was stirred and heated at 75° C. for 10 h under nitrogen. Ether (20 ml) was added and the mixture was filtered to remove the catalyst. The organic washings were concentrated under reduced pressure at room temperature to afford β-methyl styrene as a colourless oil (0.13 g, 92%). Starting materials: Cl (HCl), OCC(=O)C1=CC=CC=C1 (2-hydroxyacetophenone), CC=CC1=CC=CC=C1 (β-methyl styrene), [OH-].[Na+] (NaOH), C(C)O (ethanol). Run in O (water). Conditions: time 12 hour. Yields the product CC=CC1=CC=C(C=2OC3=CC=CC=C3C(C2O)=O)C=C1 (4'-(β-Methylethenyl)-3-hydroxyflavone). Isolated yield 35.0%. RXN SMILES: [OH:1][CH2:2][C:3]([C:5]1[CH:10]=[CH:9][CH:8]=[CH:7][CH:6]=1)=[O:4].[CH3:11][CH:12]=[CH:13][C:14]1[CH:19]=[CH:18][CH:17]=[CH:16][CH:15]=1.[OH-].[Na+].Cl.[CH2:23]([OH:25])C>O>[CH3:11][CH:12]=[CH:13][C:14]1[CH:19]=[CH:18][C:17]([C:23]2[O:25][C:10]3[C:5]([C:3](=[O:4])[C:2]=2[OH:1])=[CH:6][CH:7]=[CH:8][CH:9]=3)=[CH:16][CH:15]=1 |f:2.3|. Procedure details: A solution of 4.92 g (36.1 mmol) of 2-hydroxyacetophenone, 3.30 g (34.2 mmol) of β-methyl styrene, 4-carboxaldehyde (mixture of cis and trans isomers) and 8.15 g NaOH (in 15 ml of water) in 125 ml of ethanol was stirred for 12 hours before the solution was poured into 600 ml of water. The resulting mixture was neutralized with dilute HCl. The yellow precipitate obtained was filtered and dried. The chalcone was purified by recrystallized from methylene chloride. Further oxidation of above chalcon... Reactants: COC(=O)CC1Cc2ccc(OCC(N=C=O)OC(C)(C)C)cc2NC1=O, CCn1c(=O)c(CC(=O)OC)cc2ccc(OCCCNC(=O)OC(C)(C)C)cc21. Yields the product CCn1c(=O)c(CC(=O)OC)cc2ccc(OCCCN)cc21. Reaction SMILES: [CH3:1][O:2][C:3](=[O:4])[CH2:5][CH:6]1[CH2:7][c:8]2[c:9]([cH:10][c:11]([O:12][CH2:13][CH:14]([N:15]=[C:16]=[O:17])[O:18][C:19]([CH3:20])([CH3:21])[CH3:22])[cH:23][cH:24]2)[NH:25][C:26]1=[O:27].[CH3:28][O:29][C:30]([CH2:31][c:32]1[c:33](=[O:56])[n:34]([CH2:54][CH3:55])[c:35]2[cH:36][c:37]([O:42][CH2:43][CH2:44][CH2:45][NH:46][C:47]([O:48][C:49]([CH3:50])([CH3:51])[CH3:52])=[O:53])[cH:38][cH:39][c:40]2[cH:41]1)=[O:57]>>[CH3:28][O:29][C:30]([CH2:31][c:32]1[c:33](=[O:56])[n:34]([CH2:54][CH3:55])[c:35]2[cH:36][c:37]([O:42][CH2:43][CH2:44][CH2:45][NH2:46])[cH:38][cH:39][c:40]2[cH:41]1)=[O:57]. Starting materials: C(C1=CC=CC=C1)OC1=CC=C(C=C1)C1(C2CCCC1CCC2)O (9-(4-Benzyloxy-phenyl)-bicyclo[3.3.1]nonan-9-ol). The solvent is CCO (EtOH), Cl (hydrochloric acid). Reaction conditions: temperature 50 celsius, time 8 hour. Yields the product C(C1=CC=CC=C1)OC1=CC=C(C=C1)C1C2CCCC1CCC2 (9-(4-Benzyloxy-phenyl)-bicyclo[3.3.1]nonane). Yield: 123.2%. As a reaction SMILES: [CH2:1]([O:8][C:9]1[CH:14]=[CH:13][C:12]([C:15]2(O)[CH:20]3[CH2:21][CH2:22][CH2:23][CH:16]2[CH2:17][CH2:18][CH2:19]3)=[CH:11][CH:10]=1)[C:2]1[CH:7]=[CH:6][CH:5]=[CH:4][CH:3]=1>CCO.Cl>[CH2:1]([O:8][C:9]1[CH:10]=[CH:11][C:12]([CH:15]2[CH:20]3[CH2:21][CH2:22][CH2:23][CH:16]2[CH2:17][CH2:18][CH2:19]3)=[CH:13][CH:14]=1)[C:2]1[CH:3]=[CH:4][CH:5]=[CH:6][CH:7]=1. Reported procedure: 9-(4-Benzyloxy-phenyl)-bicyclo[3.3.1]nonan-9-ol (4.7 g, 14.57 mmol) (prepared in accordance with the procedures set forth in Step 2 of Example 18) was dissolved in EtOH (150 mL) after which concentrated hydrochloric acid (15 mL) was added. This mixture was stirred at 50° C. overnight. The solvent was removed under reduced pressure. Water (50 mL) was added. The mixture was basified with aqueous ammonia and extracted three times with EtOAc. The organic phase was dried and concentrated to provide t... Starting materials: S(=O)(=O)(O)C=1C=C(C=C(C1)S(=O)(=O)O)N=C=S.[Na] (sodium 3,5-disulfophenyl isothiocyanate), N1=CC=CC=C1.O (pyridine water). Run at temperature 53 celsius. Yields the product S(=O)(=O)(O)C=1C=C(C=C(C1)S(=O)(=O)O)NC(=S)N.[Na] (Sodium 3,5-Disulfophenylthiourea). RXN SMILES: [S:1]([C:5]1[CH:6]=[C:7]([N:15]=[C:16]=[S:17])[CH:8]=[C:9]([S:11]([OH:14])(=[O:13])=[O:12])[CH:10]=1)([OH:4])(=[O:3])=[O:2].[Na:18].[N:19]1C=CC=CC=1.O>>[S:1]([C:5]1[CH:6]=[C:7]([NH:15][C:16]([NH2:19])=[S:17])[CH:8]=[C:9]([S:11]([OH:14])(=[O:12])=[O:13])[CH:10]=1)([OH:4])(=[O:3])=[O:2].[Na:18] |f:0.1,2.3,4.5,^1:17,43|. Reported procedure: Trifluoroacetic acid (3 ml) was added to a stirred suspension of BHAlyslys2lys4lys8lys16DBL32 (300 mg; 0.02 mmol) in dry dichloromethane (3 ml) and the resulting solution stirred at room temperature under nitrogen for two hours and then concentrated. The residue was dissolved in water and the solution passed through a column of Amberlite IRA 401 (OH) and the filtrate concentrated to give a viscous oil (187 mg). The oil was dissolved in a 1:1 mixture of pyridine/water (8 ml) and solid sodium 3,5-... Starting materials: N#CN.[Pb] (Lead cyanamide), CC=1N=CNC1CSCCNC(=S)N (2-((4-methyl-5-imidazolyl)methylthio)ethylthiourea), CN(C=O)C (Dimethylformamide). Run in C(C)#N (acetonitrile). Run at time 24 hour. Yields the product C(#N)NC(=NCCSCC1=C(N=CN1)C)NC (N-cyano-N'-methyl-N"-[2-((4-methyl-5-imidazolyl)-methylthio)ethyl]guanidine), NC(=N)N (guanidine). RXN SMILES: [N:1]#[C:2][NH2:3].[Pb].[CH3:5][C:6]1[N:7]=[CH:8][NH:9][C:10]=1[CH2:11][S:12][CH2:13][CH2:14][NH:15][C:16]([NH2:18])=S.[CH3:19][N:20](C)C=O>C(#N)C>[C:2]([NH:3][C:16]([NH:18][CH3:19])=[N:15][CH2:14][CH2:13][S:12][CH2:11][C:10]1[NH:9][CH:8]=[N:7][C:6]=1[CH3:5])#[N:1].[NH2:1][C:2]([NH2:20])=[NH:3] |f:0.1,^3:3|. Procedure: Lead cyanamide (3.0 g.) was added to a solution of N-methyl-N'-[2-((4-methyl-5-imidazolyl)methylthio)ethylthiourea (2.44 g.) in acetonitrile (50 ml.). Dimethylformamide (20 ml.) was added subsequently and the suspension was heated under reflux, with stirring for 24 hours. Filtration, followed by concentration under reduced pressure and purification of the product by chromatography on a column of silica gel with acetonitrile as eluant and recrystallisation from the same solvent afforded N-cyano-N...